From a dataset of the Open Reaction Database (ORD), a public repository of structured organic reaction records. describe an organic reaction: reactants, conditions, products, and yield The reactants are CS(=O)(=O)O (methanesulfonic acid), [OH-].C[N+]1=C(N=CC(=C1)C(=O)OC)NC(C)C (1-methyl-2-isopropylamino-5-methoxycarbonylpyrimidinium hydroxide). The solvent is O1CCCC1 (tetrahydrofuran). Run at time 1 hour. Yields the product S(=O)(=O)([O-])[O-].C[N+]1=C(N=CC(=C1)C(=O)OC)NC(C)C.C[N+]1=C(N=CC(=C1)C(=O)OC)NC(C)C (1-Methyl-2-isopropylamino-5-methoxycarbonylpyrimidinium sulfate). As a reaction SMILES: C[S:2]([OH:5])(=[O:4])=[O:3].[OH-].[CH3:7][N+:8]1[CH:13]=[C:12]([C:14]([O:16][CH3:17])=[O:15])[CH:11]=[N:10][C:9]=1[NH:18][CH:19]([CH3:21])[CH3:20]>O1CCCC1>[S:2]([O-:5])([O-:15])(=[O:4])=[O:3].[CH3:7][N+:8]1[CH:13]=[C:12]([C:14]([O:16][CH3:17])=[O:15])[CH:11]=[N:10][C:9]=1[NH:18][CH:19]([CH3:21])[CH3:20].[CH3:7][N+:8]1[CH:13]=[C:12]([C:14]([O:16][CH3:17])=[O:15])[CH:11]=[N:10][C:9]=1[NH:18][CH:19]([CH3:21])[CH3:20] |f:1.2,4.5.6|. Procedure: 1.09 mlg [sic] (16.78 mol; 1.61 g) of methanesulfonic acid is added to a solution of 1-methyl-2-isopropylamino-5-methoxycarbonylpyrimidinium hydroxide (3.48 g; 15.35 mol) dissolved in 100 ml of anhydrous tetrahydrofuran. The mixture is stirred under argon at room temperature for one hour. The precipitate which forms is filtered and then rinsed with ether.